This data is from the Open Reaction Database (ORD), a public repository of structured organic reaction records. The task is: describe an organic reaction: reactants, conditions, products, and yield Reactants: CC1(C)C(=O)N(Br)C(=O)N1Br, CCOC(C)=O, COC(=O)OC1CC2=CCC3C4CCC(C(C)CCCC(C)C)C4(C)CCC3C2(C)C(OC(=O)OC)C1, CCCCCC, Cc1ccccc1C. Yields the product COC(=O)OC1CC2=CC=C3C4CCC(C(C)CCCC(C)C)C4(C)CCC3C2(C)C(OC(=O)OC)C1. RXN SMILES: [Br:38][N:39]1[C:40]([CH3:41])([CH3:42])[C:43](=[O:44])[N:45]([Br:46])[C:47]1=[O:48].[CH2:63]([O:64][C:65](=[O:66])[CH3:67])[CH3:68].[CH3:1][O:2][C:3](=[O:4])[O:5][CH:6]1[CH2:7][CH:8]([O:33][C:34](=[O:35])[O:36][CH3:37])[CH2:9][C:10]2=[CH:11][CH2:12][CH:13]3[CH:14]4[CH2:15][CH2:16][CH:17]([CH:18]([CH2:19][CH2:20][CH2:21][CH:22]([CH3:23])[CH3:24])[CH3:25])[C:26]4([CH3:32])[CH2:27][CH2:28][CH:29]3[C:30]12[CH3:31].[CH3:49][CH2:50][CH2:51][CH2:52][CH2:53][CH3:54].[c:55]1([CH3:56])[c:57]([CH3:58])[cH:59][cH:60][cH:61][cH:62]1>>[CH3:1][O:2][C:3](=[O:4])[O:5][CH:6]1[CH2:7][CH:8]([O:33][C:34](=[O:35])[O:36][CH3:37])[CH2:9][C:10]2=[CH:11][CH:12]=[C:13]3[CH:14]4[CH2:15][CH2:16][CH:17]([CH:18]([CH2:19][CH2:20][CH2:21][CH:22]([CH3:23])[CH3:24])[CH3:25])[C:26]4([CH3:32])[CH2:27][CH2:28][CH:29]3[C:30]12[CH3:31].